Dataset: the Open Reaction Database (ORD), a public repository of structured organic reaction records. Task: describe an organic reaction: reactants, conditions, products, and yield Starting materials: C(C1=CC=CC=C1)OC(=O)N1[C@H](C(=O)N2[C@@H](CCC2)C(CS(=O)C2=CC=C(C=C2)[N+](=O)[O-])O)CCC1 ((2S)-1-(N-Benzyloxycarbonyl-L-prolyl)-2-[1-hydroxy-2-(4-nitrophenylsulfinyl)ethyl]pyrrolidine), CS(=O)C.C1CCC(CC1)N=C=NC2CCCCC2 (DMSO DCC). Product: C(C1=CC=CC=C1)OC(=O)N1[C@H](C(=O)N2[C@@H](CCC2)C(CS(=O)C2=CC=C(C=C2)[N+](=O)[O-])=O)CCC1 ((2S)-1-(N-Benzyloxycarbonyl-L-prolyl)-2-[(4-nitrophenylsulfinyl)acetyl]pyrrolidine). Yield: 76.5%. Reaction SMILES: [CH2:1]([O:8][C:9]([N:11]1[CH2:36][CH2:35][CH2:34][C@H:12]1[C:13]([N:15]1[CH2:19][CH2:18][CH2:17][C@H:16]1[CH:20]([OH:33])[CH2:21][S:22]([C:24]1[CH:29]=[CH:28][C:27]([N+:30]([O-:32])=[O:31])=[CH:26][CH:25]=1)=[O:23])=[O:14])=[O:10])[C:2]1[CH:7]=[CH:6][CH:5]=[CH:4][CH:3]=1.CS(C)=O.C1CCC(N=C=NC2CCCCC2)CC1>>[CH2:1]([O:8][C:9]([N:11]1[CH2:36][CH2:35][CH2:34][C@H:12]1[C:13]([N:15]1[CH2:19][CH2:18][CH2:17][C@H:16]1[C:20](=[O:33])[CH2:21][S:22]([C:24]1[CH:25]=[CH:26][C:27]([N+:30]([O-:32])=[O:31])=[CH:28][CH:29]=1)=[O:23])=[O:14])=[O:10])[C:2]1[CH:7]=[CH:6][CH:5]=[CH:4][CH:3]=1 |f:1.2|. Reported procedure: (2S)-1-(N-Benzyloxycarbonyl-L-prolyl)-2-[1-hydroxy-2-(4-nitrophenylsulfinyl)ethyl]pyrrolidine (883 mg) was subjected to DMSO-DCC oxidation as in Example 1-D) to give 673 mg of the title compound (See Table 3). Reactants: CC[C@H](C(=O)O)NC(=O)OC(C)(C)C (Boc-D-abu-oh), C(=O)(N1C=NC=C1)N1C=NC=C1 (1,1′-carbonyldiimidazole), CC(C)([O-])C.[K+] (potassium tert-butoxide), C(CC(=O)[O-])(=O)OC(C)(C)C (mono-tert-butyl malonate), [Cl-].[Mg+2].[Cl-] (magnesium chloride), Cl (HCl). Solvent: C1CCOC1 (THF), C1CCOC1 (THF), O (water), CCOCC (Et2O). Conditions: time 2.5 hour. The product is C(C)(C)(C)OC(CC([C@@H](CC)NC(=O)OC(C)(C)C)=O)=O ((R)-tert-butyl-4-((tert-butoxycarbonyl)amino)-3-oxohexanoate). RXN SMILES: [CH3:1][CH2:2][C@@H:3]([NH:7][C:8]([O:10][C:11]([CH3:14])([CH3:13])[CH3:12])=[O:9])[C:4]([OH:6])=O.C(N1C=CN=C1)(N1C=CN=C1)=O.[C:27]([O:33][C:34]([CH3:37])([CH3:36])[CH3:35])(=[O:32])[CH2:28]C([O-])=O.[Cl-].[Mg+2].[Cl-].CC(C)([O-])C.[K+].Cl>C1COCC1.O.CCOCC>[C:34]([O:33][C:27](=[O:32])[CH2:28][C:4](=[O:6])[C@H:3]([NH:7][C:8]([O:10][C:11]([CH3:14])([CH3:13])[CH3:12])=[O:9])[CH2:2][CH3:1])([CH3:37])([CH3:36])[CH3:35] |f:3.4.5,6.7|. Procedure: Flask B: To a clear solution of Boc-D-abu-oh (Bachem, 5.00 g, 24.60 mmol) in THF (40 mL) at RT under nitrogen was added 1,1′-carbonyldiimidazole (4.19 g, 25.8 mmol) in one portion. Gas evolution observed and the reaction was stirred for 2.5 h at RT. Flask A: To a mixture of mono-tert-butyl malonate (4.17 mL, 27.1 mmol) and anhydrous magnesium chloride (2.58 g, 27.1 mmol) in THF (100 mL) in a 500 mL 3-necked round-bottomed flask in an ice bath was added potassium tert-butoxide (1.0 M in THF, 27.1... The reactants are O (water), BrC1=NNC2=C1N=C(C=1C=C(C=CC21)C=C)C2=C(C=CC=C2F)F (3-bromo-5-(2,6-difluorophenyl)-7-vinyl-1H-pyrazolo[4,3-c]isoquinoline), O (water), solution, I(=O)(=O)(=O)[O-].[Na+] (sodium periodate). Reagents/catalysts: [Os](=O)(=O)(=O)=O (osmium tetroxide). The solvent is C1CCOC1 (THF), CC(C)(C)O (2-methyl-2-propanol), C(C)(C)(C)O (tert-butanol). Conditions: time 3 hour. Product: BrC1=NNC2=C1N=C(C=1C=C(C=CC21)C=O)C2=C(C=CC=C2F)F (3-bromo-5-(2,6-difluorophenyl)-1H-pyrazolo[4,3-c]isoquinoline-7-carbaldehyde). Yield: 68.3%. Reaction SMILES: [Br:1][C:2]1[C:6]2[N:7]=[C:8]([C:17]3[C:22]([F:23])=[CH:21][CH:20]=[CH:19][C:18]=3[F:24])[C:9]3[CH:10]=[C:11]([CH:15]=C)[CH:12]=[CH:13][C:14]=3[C:5]=2[NH:4][N:3]=1.O.I([O-])(=O)(=O)=[O:27].[Na+]>C1COCC1.CC(O)(C)C.[Os](=O)(=O)(=O)=O>[Br:1][C:2]1[C:6]2[N:7]=[C:8]([C:17]3[C:22]([F:23])=[CH:21][CH:20]=[CH:19][C:18]=3[F:24])[C:9]3[CH:10]=[C:11]([CH:15]=[O:27])[CH:12]=[CH:13][C:14]=3[C:5]=2[NH:4][N:3]=1 |f:2.3|. Procedure: A 150 ml round-bottomed flask equipped with a magnetic stirrer and with a septum having a top-mounted argon intake is charged with 1 g of 3-bromo-5-(2,6-difluorophenyl)-7-vinyl-1H-pyrazolo[4,3-c]isoquinoline in 13 ml of THF and then 7 ml of water, 13 ml of tert-butanol, 0.79 ml of a solution of osmium tetroxide at 2.5% in 2-methyl-2-propanol, and 17 g of sodium periodate are added. The mixture is stirred at RT for 3 h and then poured into water, extracted with AcOEt, washed with saturated NaCl s... Reactants: BrC=1C=C2C(=CC(=NC2=CC1)N(C)C)C (6-bromo-2-dimethylamino-4-methylquinoline), [Li]CCCC (n-BuLi), CN(C)C=O (DMF). The product is CN(C1=NC2=CC=C(C=C2C(=C1)C)C=O)C (2-Dimethylamino-6-formyl-4-methylquinoline). Reaction SMILES: Br[C:2]1[CH:3]=[C:4]2[C:9](=[CH:10][CH:11]=1)[N:8]=[C:7]([N:12]([CH3:14])[CH3:13])[CH:6]=[C:5]2[CH3:15].[Li]CCCC.CN([CH:24]=[O:25])C>>[CH3:13][N:12]([CH3:14])[C:7]1[CH:6]=[C:5]([CH3:15])[C:4]2[C:9](=[CH:10][CH:11]=[C:2]([CH:24]=[O:25])[CH:3]=2)[N:8]=1. Procedure: To a stirred solution of 0.30 g (0.00113 moles) of 6-bromo-2-dimethylamino-4-methylquinoline in 30 ml of dry (freshly distilled from over LiAlH4) THF under N2 at -78° C., 1.45 ml (0.00226 moles) of 1.56M n-BuLi was added dropwise over a 5 minute period. 0.23 ml (0.00297 moles) of dry DMF (freshly distilled from over CaH2) was added to the reaction mixture in one portion. The dry ice/acetone bath was removed 12 minutes after the addition of DMF and the solution allowed to warm to -40°. The reacti... Reactants: CO, O=[N+]([O-])c1ccnc(N2CCN(C3CCCC3)CC2)c1, [H][H]. Product: Nc1ccnc(N2CCN(C3CCCC3)CC2)c1. RXN SMILES: [CH3:23][OH:24].[CH:1]1([N:6]2[CH2:7][CH2:8][N:9]([c:12]3[n:13][cH:14][cH:15][c:16]([N+:18]([O-:19])=[O:20])[cH:17]3)[CH2:10][CH2:11]2)[CH2:2][CH2:3][CH2:4][CH2:5]1.[H:21][H:22]>>[CH:1]1([N:6]2[CH2:7][CH2:8][N:9]([c:12]3[n:13][cH:14][cH:15][c:16]([NH2:18])[cH:17]3)[CH2:10][CH2:11]2)[CH2:2][CH2:3][CH2:4][CH2:5]1.